From a dataset of the Open Reaction Database (ORD), a public repository of structured organic reaction records. describe an organic reaction: reactants, conditions, products, and yield Reaction SMILES: Cl.[F:2][C:3]1[CH:8]=[CH:7][C:6]([NH:9][NH2:10])=[CH:5][CH:4]=1.[OH-].[Na+].C(O)(=O)C.CN([CH:20]=[N:21][C:22](=O)[C:23]1[CH:28]=[CH:27][C:26]([N+:29]([O-:31])=[O:30])=[CH:25][CH:24]=1)C>O.O1CCOCC1>[F:2][C:3]1[CH:8]=[CH:7][C:6]([N:9]2[C:22]([C:23]3[CH:24]=[CH:25][C:26]([N+:29]([O-:31])=[O:30])=[CH:27][CH:28]=3)=[N:21][CH:20]=[N:10]2)=[CH:5][CH:4]=1 |f:0.1,2.3|. Solvent: O (water), O1CCOCC1 (p-dioxane). Reaction conditions: temperature 90 celsius. Product: FC1=CC=C(C=C1)N1N=CN=C1C1=CC=C(C=C1)[N+](=O)[O-] (1-(p-Fluorophenyl)-5-(p-nitrophenyl)-1H-1,2,4-triazole). Starting materials: Cl.FC1=CC=C(C=C1)NN (4-fluorophenylhydrazine hydrochloride), CN(C)C=NC(C1=CC=C(C=C1)[N+](=O)[O-])=O (N-(dimethylaminomethylene)-p-nitrobenzamide), [OH-].[Na+] (sodium hydroxide), C(C)(=O)O (acetic acid). Procedure details: To a solution of 8.80 g. of 4-fluorophenylhydrazine hydrochloride in a mixture of 10.9 ml. of 5 N sodium hydroxide, 100 ml. of 30% aqueous acetic acid and 50 ml. of p-dioxane is added 10.0 g. of N-(dimethylaminomethylene)-p-nitrobenzamide. The reaction mixture is stirred and heated at 90° C. for 1.5 hours, then poured into 200 ml. of water. The solid is collected and recrystallized from ethanol, giving 10.4 g. of the desired product as yellow crystals, mp. 132°-134° C. The reactants are potassium tertiary-butylate, ClC1=C(C(=CC(=C1)Cl)[N+](=O)[O-])C (2,4-dichloro-6-nitrotoluene), C=O (paraformaldehyde). The solvent is C(C)(C)(C)O (tert.-butanol), CS(=O)C (DMSO). Run at time 30 minute. Product: ClC1=C(C(=CC(=C1)Cl)[N+](=O)[O-])CCO (2-(2,4-dichloro-6-nitrophenyl)ethanol). Yield: 65.2%. RXN SMILES: [Cl:1][C:2]1[CH:7]=[C:6]([Cl:8])[CH:5]=[C:4]([N+:9]([O-:11])=[O:10])[C:3]=1[CH3:12].[CH2:13]=[O:14]>C(O)(C)(C)C.CS(C)=O>[Cl:1][C:2]1[CH:7]=[C:6]([Cl:8])[CH:5]=[C:4]([N+:9]([O-:11])=[O:10])[C:3]=1[CH2:12][CH2:13][OH:14]. Procedure: A solution of potassium tertiary-butylate (90 mg, 0.8 mmol) in tert.-butanol (1 ml, synthesis quality, 99%) was added to a mixture of 2,4-dichloro-6-nitrotoluene (1.03 g, 5 mmol) and paraformaldehyde (150 mg, 5 mmol) in DMSO (2.5 ml, synthesis quality, additionally dried for 2 d over molecular sieve 4 Å). After the addition of the potassium tertiary-butylate solution, a color change from yellow to deep violet occurred. It was stirred for 5 min at room temperature and for 30 min at 70° to 80° C. ... The reactants are CCOC(C)=O, ClCCl, Cn1ncc(NC(=O)CC(=O)O)c1NC(c1ccccc1)(c1ccccc1)c1ccccc1, CCN=C=NCCCN(C)C, CC(C)OC(C)C, Cl, CC(C)(C)OC(=O)NCC(N)CNC(=O)OC(C)(C)C, C1CCOC1, O. Product: Cn1ncc(NC(=O)CC(=O)NC(CNC(=O)OC(C)(C)C)CNC(=O)OC(C)(C)C)c1NC(c1ccccc1)(c1ccccc1)c1ccccc1. RXN SMILES: [C:66]([O:67][CH2:68][CH3:69])(=[O:70])[CH3:71].[CH2:84]([Cl:85])[Cl:86].[CH3:1][n:2]1[n:3][cH:4][c:5]([NH:27][C:28]([CH2:29][C:30](=[O:31])[OH:32])=[O:33])[c:6]1[NH:7][C:8]([c:9]1[cH:10][cH:11][cH:12][cH:13][cH:14]1)([c:15]1[cH:16][cH:17][cH:18][cH:19][cH:20]1)[c:21]1[cH:22][cH:23][cH:24][cH:25][cH:26]1.[CH3:55][N:56]([CH3:57])[CH2:58][CH2:59][CH2:60][N:61]=[C:62]=[N:63][CH2:64][CH3:65].[CH:72]([O:73][CH:74]([CH3:75])[CH3:76])([CH3:77])[CH3:78].[ClH:54].[NH2:34][CH:35]([CH2:36][NH:37][C:38]([O:39][C:40]([CH3:41])([CH3:42])[CH3:43])=[O:44])[CH2:45][NH:46][C:47]([O:48][C:49]([CH3:50])([CH3:51])[CH3:52])=[O:53].[O:79]1[CH2:80][CH2:81][CH2:82][CH2:83]1.[OH2:87]>>[CH3:1][n:2]1[n:3][cH:4][c:5]([NH:27][C:28]([CH2:29][C:30](=[O:31])[NH:34][CH:35]([CH2:36][NH:37][C:38]([O:39][C:40]([CH3:41])([CH3:42])[CH3:43])=[O:44])[CH2:45][NH:46][C:47]([O:48][C:49]([CH3:50])([CH3:51])[CH3:52])=[O:53])=[O:33])[c:6]1[NH:7][C:8]([c:9]1[cH:10][cH:11][cH:12][cH:13][cH:14]1)([c:15]1[cH:16][cH:17][cH:18][cH:19][cH:20]1)[c:21]1[cH:22][cH:23][cH:24][cH:25][cH:26]1. Starting materials: C(C)(=O)C=1NC(C2=CC=CC=C2C1O)=O (3-acetyl-4-hydroxyisoquinolin-1(2H)-one), P(=O)(Cl)(Cl)Cl (phosphoryl chloride). Run at temperature 70 celsius, time 30 minute. Yields the product ClC1=NC(=C(C2=CC=CC=C12)O)C(C)=O (1-(1-Chloro-4-hydroxyisoquinolin-3-yl)ethanone). As a reaction SMILES: [C:1]([C:4]1[NH:5][C:6](=O)[C:7]2[C:12]([C:13]=1[OH:14])=[CH:11][CH:10]=[CH:9][CH:8]=2)(=[O:3])[CH3:2].P(Cl)(Cl)([Cl:18])=O>>[Cl:18][C:6]1[C:7]2[C:12](=[CH:11][CH:10]=[CH:9][CH:8]=2)[C:13]([OH:14])=[C:4]([C:1](=[O:3])[CH3:2])[N:5]=1. Procedure: A mixture of 3-acetyl-4-hydroxyisoquinolin-1(2H)-one (10.0 g, 49.2 mmol) and phosphoryl chloride (45.87 mL) was heated at 70° C. for 24 hours. After cooling to room temperature, the mixture was poured onto crushed ice and stirred for 30 minutes. The precipitated solid was collected by filtration in vacuum and air dried (9.82 g, 90%). LCMS calculated for C11H9ClNO2 (M+H)+: m/z=222.0; Found: 222.1. Reactants: C(C1=CC=CC=C1)[NH-] (benzylamide), O=C(C(=O)O)CCC1=CC=CC=C1 (2-oxo-4-phenylbutyric acid), acid, C(C1=CC=CC=C1)N (benzylamine), C1(=CC=CC=C1)P(=O)(C1=CC=CC=C1)N=[N+]=[N-] (diphenylphosphorylazide). Run in CN(C)C=O (DMF), C(C)N(CC)CC (triethylamine), CN(C=O)C (dimethylformamide). Product: C(C1=CC=CC=C1)NC(C(CCC1=CC=CC=C1)=O)=O (N-benzyl-2-oxo-4-phenylbutyramide). As a reaction SMILES: [CH2:1]([NH-:8])[C:2]1[CH:7]=[CH:6][CH:5]=[CH:4][CH:3]=1.[O:9]=[C:10]([CH2:14][CH2:15][C:16]1[CH:21]=[CH:20][CH:19]=[CH:18][CH:17]=1)[C:11](O)=[O:12].C(N)C1C=CC=CC=1.C1(P(N=[N+]=[N-])(C2C=CC=CC=2)=O)C=CC=CC=1>CN(C)C=O.C(N(CC)CC)C>[CH2:1]([NH:8][C:11](=[O:12])[C:10](=[O:9])[CH2:14][CH2:15][C:16]1[CH:17]=[CH:18][CH:19]=[CH:20][CH:21]=1)[C:2]1[CH:7]=[CH:6][CH:5]=[CH:4][CH:3]=1. Reported procedure: Prepare the benzylamide of 2-oxo-4-phenylbutyric acid by dissolving 3.0 g of this acid, 2.4 ml of benzylamine, and 4.7 ml of diphenylphosphorylazide in 60 ml of cold dimethylformamide and adding dropwise 2.6 ml of triethylamine in DMF, holding the temperature at about -10° C. for 2.5 hours. Store overnight at room temperature, strip off the DMF in vacuo, and partition the residue between water and ethyl acetate. Chromatograph the contents of the organic layer on silica gel, eluting with ethyl ac...